From a dataset of the Open Reaction Database (ORD), a public repository of structured organic reaction records. describe an organic reaction: reactants, conditions, products, and yield Starting materials: O=C([O-])[O-], CCS(=O)(=O)c1ccc(O)cc1, CN(C)C=O, COC(=O)c1cc([N+](=O)[O-])c(NC(=O)c2ccccn2)cc1F, [K+], [K+], O. Product: CCS(=O)(=O)c1ccc(Oc2cc(NC(=O)c3ccccn3)c([N+](=O)[O-])cc2C(=O)OC)cc1. As a reaction SMILES: [C:1](=[O:2])([O-:3])[O-:4].[CH2:35]([CH3:36])[S:37](=[O:38])(=[O:39])[c:40]1[cH:41][cH:42][c:43]([OH:46])[cH:44][cH:45]1.[CH3:7][N:8]([CH3:9])[CH:10]=[O:11].[F:12][c:13]1[c:14]([C:15](=[O:16])[O:17][CH3:18])[cH:19][c:20]([N+:32](=[O:33])[O-:34])[c:21]([NH:23][C:24](=[O:25])[c:26]2[n:27][cH:28][cH:29][cH:30][cH:31]2)[cH:22]1.[K+:5].[K+:6].[OH2:47]>>[c:13]1([O:46][c:43]2[cH:42][cH:41][c:40]([S:37]([CH2:35][CH3:36])(=[O:38])=[O:39])[cH:45][cH:44]2)[c:14]([C:15](=[O:16])[O:17][CH3:18])[cH:19][c:20]([N+:32](=[O:33])[O-:34])[c:21]([NH:23][C:24](=[O:25])[c:26]2[n:27][cH:28][cH:29][cH:30][cH:31]2)[cH:22]1. The reactants are C[SiH](C)c1ccccn1, CCOCC, C#CCCCCCC, Cl, c1ccc(P(c2ccccc2)c2ccccc2)cc1. The product is CCCCCCC=C[Si](C)(C)c1ccccn1. Reaction SMILES: [CH3:28][SiH:29]([c:30]1[n:31][cH:32][cH:33][cH:34][cH:35]1)[CH3:36].[CH3:38][CH2:39][O:40][CH2:41][CH3:42].[CH:20]#[C:21][CH2:22][CH2:23][CH2:24][CH2:25][CH2:26][CH3:27].[ClH:37].[c:1]1([P:2]([c:3]2[cH:4][cH:5][cH:6][cH:7][cH:8]2)[c:9]2[cH:10][cH:11][cH:12][cH:13][cH:14]2)[cH:15][cH:16][cH:17][cH:18][cH:19]1>>[CH:20](=[CH:21][CH2:22][CH2:23][CH2:24][CH2:25][CH2:26][CH3:27])[Si:29]([CH3:28])([c:30]1[n:31][cH:32][cH:33][cH:34][cH:35]1)[CH3:36]. Starting materials: CNOC, CC(C)[Mg+], [Cl-], Cl, COC(=O)c1cccc(CN(CC(O)C(F)(F)F)c2cccc(Oc3ccccc3)c2)c1, C1CCOC1. The product is CON(C)C(=O)c1cccc(CN(CC(O)C(F)(F)F)c2cccc(Oc3ccccc3)c2)c1. Reaction SMILES: [CH3:34][NH:35][O:36][CH3:37].[CH:39]([Mg+:40])([CH3:41])[CH3:42].[Cl-:38].[ClH:33].[O:1]([c:2]1[cH:3][cH:4][cH:5][cH:6][cH:7]1)[c:8]1[cH:9][c:10]([N:14]([CH2:15][CH:16]([C:17]([F:18])([F:19])[F:20])[OH:21])[CH2:22][c:23]2[cH:24][c:25]([C:26](=[O:27])[O:28][CH3:29])[cH:30][cH:31][cH:32]2)[cH:11][cH:12][cH:13]1.[O:43]1[CH2:44][CH2:45][CH2:46][CH2:47]1>>[O:1]([c:2]1[cH:3][cH:4][cH:5][cH:6][cH:7]1)[c:8]1[cH:9][c:10]([N:14]([CH2:15][CH:16]([C:17]([F:18])([F:19])[F:20])[OH:21])[CH2:22][c:23]2[cH:24][c:25]([C:26](=[O:27])[N:35]([CH3:34])[O:36][CH3:37])[cH:30][cH:31][cH:32]2)[cH:11][cH:12][cH:13]1. Starting materials: [N+](=O)([O-])C1=C(SC=C1)C1=CC=C(C=C1)Cl (3-nitro-2-(4-chlorophenyl)thiophene), [N+](=O)([O-])C1=C(SC=C1)C1=CC=C(C=C1)C (3-nitro-2-(4-tolyl)thiophene). Product: NC1=C(SC=C1)C1=CC=C(C=C1)C (3-amino-2-(4-tolyl)thiophene). Isolated yield 68.0%. As a reaction SMILES: [N+](C1C=CSC=1C1C=CC(Cl)=CC=1)([O-])=O.[N+:16]([C:19]1[CH:23]=[CH:22][S:21][C:20]=1[C:24]1[CH:29]=[CH:28][C:27]([CH3:30])=[CH:26][CH:25]=1)([O-])=O>>[NH2:16][C:19]1[CH:23]=[CH:22][S:21][C:20]=1[C:24]1[CH:29]=[CH:28][C:27]([CH3:30])=[CH:26][CH:25]=1. Procedure: The same procedures as described in Example 3 were carried out except that 3-nitro-2-(4-chlorophenyl)thiophene was replaced by 3-nitro-2-(4-tolyl)thiophene. The yield was 68%. 1H-NMR(CDCl3, δ value):2.37(3H, s), 3.79(2H, brs), 6.54(d, J=5.1), 7.09(1H, d, J=5.1), 7.22(2H, d, J=8.1), 7.41(2H, d, J=8.1) Reactants: CCOC(C)=O, CC(C)C(NC(=O)Cn1c(CCc2ccccc2)ccc(NC(=O)OCc2ccccc2)c1=O)C(O)C(F)(F)F, ClCCl. Yields the product CC(C)C(NC(=O)Cn1c(CCc2ccccc2)ccc(NC(=O)OCc2ccccc2)c1=O)C(=O)C(F)(F)F. As a reaction SMILES: [C:44]([O:45][CH2:46][CH3:47])(=[O:48])[CH3:49].[CH2:1]([c:2]1[cH:3][cH:4][cH:5][cH:6][cH:7]1)[O:8][C:9](=[O:10])[NH:11][c:12]1[c:13](=[O:40])[n:14]([CH2:26][C:27](=[O:28])[NH:29][CH:30]([CH:31]([C:32]([F:33])([F:34])[F:35])[OH:36])[CH:37]([CH3:38])[CH3:39])[c:15]([CH2:18][CH2:19][c:20]2[cH:21][cH:22][cH:23][cH:24][cH:25]2)[cH:16][cH:17]1.[Cl:41][CH2:42][Cl:43]>>[CH2:1]([c:2]1[cH:3][cH:4][cH:5][cH:6][cH:7]1)[O:8][C:9](=[O:10])[NH:11][c:12]1[c:13](=[O:40])[n:14]([CH2:26][C:27](=[O:28])[NH:29][CH:30]([C:31]([C:32]([F:33])([F:34])[F:35])=[O:36])[CH:37]([CH3:38])[CH3:39])[c:15]([CH2:18][CH2:19][c:20]2[cH:21][cH:22][cH:23][cH:24][cH:25]2)[cH:16][cH:17]1. Reactants: N(=C=S)C1=CC(=C(C=C1)C)[N+](=O)[O-] (4-isothiocyanato-1-methyl-2-nitrobenzene), CC1=C(N)C(=CC(=C1)C)C (2,4,6-trimethylaniline). Solvent: CO (methanol). Product: C1(=C(C(=CC(=C1)C)C)NC(=S)NC1=CC(=C(C=C1)C)[N+](=O)[O-])C (1-Mesityl-3-(4-methyl-3-nitrophenyl)thiourea). Yield: 71.4%. RXN SMILES: [N:1]([C:4]1[CH:9]=[CH:8][C:7]([CH3:10])=[C:6]([N+:11]([O-:13])=[O:12])[CH:5]=1)=[C:2]=[S:3].[CH3:14][C:15]1[CH:21]=[C:20]([CH3:22])[CH:19]=[C:18]([CH3:23])[C:16]=1[NH2:17]>CO>[C:15]1([CH3:14])[CH:21]=[C:20]([CH3:22])[CH:19]=[C:18]([CH3:23])[C:16]=1[NH:17][C:2]([NH:1][C:4]1[CH:9]=[CH:8][C:7]([CH3:10])=[C:6]([N+:11]([O-:13])=[O:12])[CH:5]=1)=[S:3]. Procedure: A mixture of 4-isothiocyanato-1-methyl-2-nitrobenzene (500 mg, 2.58 mmol) and 2,4,6-trimethylaniline (0.329 ml, 2.34 mmol) in methanol (10 ml) was refluxed for 4 h. The solvent was evaporated under vacuum. The residue was triturated with ether. The resulting solid was collected by filtration to afford 550 mg of the title compound.